describe an organic reaction: reactants, conditions, products, and yield From a dataset of the Open Reaction Database (ORD), a public repository of structured organic reaction records. Reactants: [Al+3], C1CCOC1, CCOC(=O)c1coc(C(C)(F)F)n1, [H-], [H-], [H-], N#N, [Na+], [OH-], O. Product: CC(F)(F)c1nc(CO)co1. Reaction SMILES: [Al+3:18].[CH2:23]1[O:24][CH2:25][CH2:26][CH2:27]1.[F:3][C:4]([CH3:5])([F:6])[c:7]1[o:8][cH:9][c:10]([C:12](=[O:13])[O:14][CH2:15][CH3:16])[n:11]1.[H-:17].[H-:19].[H-:20].[N:1]#[N:2].[Na+:22].[OH-:21].[OH2:28]>>[F:3][C:4]([CH3:5])([F:6])[c:7]1[o:8][cH:9][c:10]([CH2:12][OH:13])[n:11]1. The reactants are ClC=1C(=C(C(=O)O)C=CN1)F (2-chloro-3-fluoroisonicotinic acid), C(=C)B(OCCCC)OCCCC (dibutyl vinylboronate), C([O-])([O-])=O.[K+].[K+] (potassium carbonate). Reagents/catalysts: C=1C=CC(=CC1)[P](C=2C=CC=CC2)(C=3C=CC=CC3)[Pd]([P](C=4C=CC=CC4)(C=5C=CC=CC5)C=6C=CC=CC6)([P](C=7C=CC=CC7)(C=8C=CC=CC8)C=9C=CC=CC9)[P](C=1C=CC=CC1)(C=1C=CC=CC1)C=1C=CC=CC1 (Tetrakis(triphenylphosphine)palladium(0)). Solvent: CN(C(C)=O)C (N,N-dimethylacetamide), O (water). Run at temperature 135 celsius. The product is FC1=C(C(=O)O)C=CN=C1C=C (3-fluoro-2-vinylisonicotinic acid). RXN SMILES: Cl[C:2]1[C:3]([F:11])=[C:4]([CH:8]=[CH:9][N:10]=1)[C:5]([OH:7])=[O:6].[CH:12](B(OCCCC)OCCCC)=[CH2:13].C(=O)([O-])[O-].[K+].[K+]>CN(C)C(=O)C.O.C1C=CC([P]([Pd]([P](C2C=CC=CC=2)(C2C=CC=CC=2)C2C=CC=CC=2)([P](C2C=CC=CC=2)(C2C=CC=CC=2)C2C=CC=CC=2)[P](C2C=CC=CC=2)(C2C=CC=CC=2)C2C=CC=CC=2)(C2C=CC=CC=2)C2C=CC=CC=2)=CC=1>[F:11][C:3]1[C:2]([CH:12]=[CH2:13])=[N:10][CH:9]=[CH:8][C:4]=1[C:5]([OH:7])=[O:6] |f:2.3.4,^1:41,43,62,81|. Procedure: A solution of 2-chloro-3-fluoroisonicotinic acid (1.50 g, 8.55 mmol, Matrix), dibutyl vinylboronate (2.82 mL, 12.8 mmol, Aldrich), and potassium carbonate (1.42 g, 10.25 mmol) in N,N-dimethylacetamide (9 mL) and water (3 mL) was degassed by bubbling a stream of nitrogen through the solution for 20 minutes. Tetrakis(triphenylphosphine)palladium(0) (0.59 g, 0.51 mmol) was added and the mixture was similarly degassed for a further 10 minutes. The reaction vessel was sealed and heated in the microwa... Starting materials: O (water), [N+](=O)([O-])C=1C=C(C=O)C=CC1 (3-nitrobenzaldehyde), C(C)OC(CP(=O)(OCC)OCC)=O ((diethoxy-phosphoryl)-acetic acid ethyl ester), [H-].[Na+] (NaH). Run in CN(C)C=O (DMF). Run at time 1.5 hour. Yields the product [N+](=O)([O-])C=1C=C(C=CC1)C=CC(=O)OCC (ethyl 3-(3-nitrophenyl)acrylate). Yield: 96.5%. As a reaction SMILES: [N+:1]([C:4]1[CH:5]=[C:6]([CH:9]=[CH:10][CH:11]=1)[CH:7]=O)([O-:3])=[O:2].[CH2:12]([O:14][C:15](=[O:25])[CH2:16]P(OCC)(OCC)=O)[CH3:13].[H-].[Na+].O>CN(C=O)C>[N+:1]([C:4]1[CH:5]=[C:6]([CH:7]=[CH:16][C:15]([O:14][CH2:12][CH3:13])=[O:25])[CH:9]=[CH:10][CH:11]=1)([O-:3])=[O:2] |f:2.3|. Procedure: To a solution of 3-nitrobenzaldehyde (49 g, 295 mmol) and (diethoxy-phosphoryl)-acetic acid ethyl ester (72.74 g, 325 mmol) in DMF (300 ml) at 0° C. was added NaH (14.2 g, 354 mmol) portionwise and stirred for 1.5 hrs at r.t. The reaction mixture was poured into water to give colorless crystals, which were collected by filtration and washed with water and hexane to give the product ethyl 3-(3-nitrophenyl)acrylate (63 g, yield 96.6%). 1H NMR MeOD 400 MHz. δ 8.42-7.62 (m, 4H), 7.74-7.70 (d, 1H), 6... Reactants: CCO, [H][H], CC1(NC(=O)OCc2ccccc2)CCN(CC2CN3C(=O)CCc4ccc(=O)n2c43)CC1. Yields the product CC1(N)CCN(CC2CN3C(=O)CCc4ccc(=O)n2c43)CC1. As a reaction SMILES: [CH3:36][CH2:37][OH:38].[H:34][H:35].[O:1]=[c:2]1[n:3]2[c:4]3[c:9]([cH:10][cH:11]1)[CH2:8][CH2:7][C:6](=[O:12])[N:5]3[CH2:13][CH:14]2[CH2:15][N:16]1[CH2:17][CH2:18][C:19]([CH3:22])([NH:23][C:24](=[O:25])[O:26][CH2:27][c:28]2[cH:29][cH:30][cH:31][cH:32][cH:33]2)[CH2:20][CH2:21]1>>[O:1]=[c:2]1[n:3]2[c:4]3[c:9]([cH:10][cH:11]1)[CH2:8][CH2:7][C:6](=[O:12])[N:5]3[CH2:13][CH:14]2[CH2:15][N:16]1[CH2:17][CH2:18][C:19]([CH3:22])([NH2:23])[CH2:20][CH2:21]1. Procedure: To a stirred solution of 1-allyl-5-bromoindole (730 mg., 3.09 mmol., 1 eq.) in diethyl ether (15 mL) at -78° C. under N2 was added t-butyllithium (1.8 mL., 3.09 mmol., 1 eq., 1.7M solution in pentane). The mixture was stirred at -78° C. under N2 for 1 h. To this mixture was added a solution of bismuth trichloride (292 mg., 0.93 mmol., 0.3 eq.) in dry THF (3 mL.) dropwise via syringe. The ice bath was packed with dry ice and the flask covered. The mixture was allowed to warm slowly to room temper... Reaction conditions: temperature -78 celsius, time 1 hour. Yields the product C(C=C)N1C=CC2=CC(=CC=C12)[Bi](C=1C=C2C=CN(C2=CC1)CC=C)C=1C=C2C=CN(C2=CC1)CC=C (Tri(1-Allylindol-5-yl)bismuthine). The solvent is C(C)OCC (diethyl ether), C1CCOC1 (THF), C1(=CC=CC=C1)C (toluene). Starting materials: C(C=C)N1C=CC2=CC(=CC=C12)Br (1-allyl-5-bromoindole), C(C)(C)(C)[Li] (t-butyllithium), ice, [Bi](Cl)(Cl)Cl (bismuth trichloride), C(=O)=O (dry ice), [BiH3] (bismuthine). As a reaction SMILES: [CH2:1]([N:4]1[C:12]2[C:7](=[CH:8][C:9](Br)=[CH:10][CH:11]=2)[CH:6]=[CH:5]1)[CH:2]=[CH2:3].[C:14]([Li])([CH3:17])([CH3:16])[CH3:15].[Bi](Cl)(Cl)Cl.C(=O)=O.[BiH3:26]>C(OCC)C.C1COCC1.C1(C)C=CC=CC=1>[CH2:1]([N:4]1[C:12]2[C:7](=[CH:8][C:9]([Bi:26]([C:9]3[CH:8]=[C:7]4[C:12](=[CH:11][CH:10]=3)[N:4]([CH2:1][CH:2]=[CH2:3])[CH:5]=[CH:6]4)[C:6]3[CH:15]=[C:14]4[C:17](=[CH:8][CH:7]=3)[N:4]([CH2:1][CH:2]=[CH2:3])[CH:5]=[CH:16]4)=[CH:10][CH:11]=2)[CH:6]=[CH:5]1)[CH:2]=[CH2:3]. Starting materials: C(C)(C)(C)OC(CCC1=C(C=C(C=C1)OCCC=1N=C(SC1C)C=1C=NC(=CC1)C1=C(C=CC=C1)F)C)=O (3-[4-(2-{2-[6-(2-Fluoro-phenyl)-pyridin-3-yl]-5-methyl-thiazol-4-yl}-ethoxy)-2-methyl-phenyl]-propionic acid tert-butyl ester), C(=O)(C(F)(F)F)O (TFA). The reagents and catalysts are O (water). The solvent is C(Cl)Cl (methylene chloride). Conditions: time 2 hour. Yields the product FC1=C(C=CC=C1)C1=CC=C(C=N1)C=1SC(=C(N1)C(COC1=CC(=C(C=C1)CCC(=O)O)C)C)C (3-[4-(2-{2-[6-(2-Fluoro-phenyl)-pyridin-3-yl]-5-methyl-thiazol-4-yl}-propoxy)-2-methyl-phenyl]-propionic acid). As a reaction SMILES: C([O:5][C:6](=[O:38])[CH2:7][CH2:8][C:9]1[CH:14]=[CH:13][C:12]([O:15][CH2:16][CH2:17][C:18]2[N:19]=[C:20]([C:24]3[CH:25]=[N:26][C:27]([C:30]4[CH:35]=[CH:34][CH:33]=[CH:32][C:31]=4[F:36])=[CH:28][CH:29]=3)[S:21][C:22]=2[CH3:23])=[CH:11][C:10]=1[CH3:37])(C)(C)C.[C:39](O)(C(F)(F)F)=O>C(Cl)Cl.O>[F:36][C:31]1[CH:32]=[CH:33][CH:34]=[CH:35][C:30]=1[C:27]1[N:26]=[CH:25][C:24]([C:20]2[S:21][C:22]([CH3:23])=[C:18]([CH:17]([CH3:39])[CH2:16][O:15][C:12]3[CH:13]=[CH:14][C:9]([CH2:8][CH2:7][C:6]([OH:5])=[O:38])=[C:10]([CH3:37])[CH:11]=3)[N:19]=2)=[CH:29][CH:28]=1. Reported procedure: To a solution of 3-[4-(2-{2-[6-(2-Fluoro-phenyl)-pyridin-3-yl]-5-methyl-thiazol-4-yl}-ethoxy)-2-methyl-phenyl]-propionic acid tert-butyl ester (120 mg) in methylene chloride (1 mL) is added TFA (0.8 mL) and two drops of water. The mixture is stirred for 2 h, and concentrated and purified by reversed phase HPLC (water-acetonitrile with 0.1% TFA). MS (ES): 491.4 (M++1). Reactants: C[C@@H](CCN1C(C=2C(C1=O)=CC=CC2)=O)OC2=C(C(=O)NC1=C(C=C(C(=O)N(C3=C(C=C(C=C3)C)OCCCCCC(=O)N3CCN(CC3)C)C)C=C1)OC)C=CC=C2 ((S)-4-[2-[1-methyl-3-(phthalimido)prop-1-yl]oxybenzoyl]amino-3-methoxy-N-methyl-N-[4-methyl-2-[5-(4-methylpiperazin-1-yl)carbonylpent-1-yloxy]phenyl]benzamide), CN (methylamine). Solvent: CO (methanol), CO (methanol). The product is NCC[C@H](C)OC1=C(C(=O)NC2=C(C=C(C(=O)N(C3=C(C=C(C=C3)C)OCCCCCC(=O)N3CCN(CC3)C)C)C=C2)OC)C=CC=C1 ((S)-4-[2-[(3-amino-1-methylprop-1-yl)oxy]benzoyl]amino-3-methoxy-N-methyl-N-[4-methyl-2-[5-(4-methylpiperazin-1-yl)carbonylpent-1-yloxy]phenyl]benzamide). RXN SMILES: [CH3:1][C@H:2]([O:16][C:17]1[CH:59]=[CH:58][CH:57]=[CH:56][C:18]=1[C:19]([NH:21][C:22]1[CH:53]=[CH:52][C:25]([C:26]([N:28]([CH3:51])[C:29]2[CH:34]=[CH:33][C:32]([CH3:35])=[CH:31][C:30]=2[O:36][CH2:37][CH2:38][CH2:39][CH2:40][CH2:41][C:42]([N:44]2[CH2:49][CH2:48][N:47]([CH3:50])[CH2:46][CH2:45]2)=[O:43])=[O:27])=[CH:24][C:23]=1[O:54][CH3:55])=[O:20])[CH2:3][CH2:4][N:5]1C(=O)C2=CC=CC=C2C1=O.CN>CO>[NH2:5][CH2:4][CH2:3][C@@H:2]([O:16][C:17]1[CH:59]=[CH:58][CH:57]=[CH:56][C:18]=1[C:19]([NH:21][C:22]1[CH:53]=[CH:52][C:25]([C:26]([N:28]([CH3:51])[C:29]2[CH:34]=[CH:33][C:32]([CH3:35])=[CH:31][C:30]=2[O:36][CH2:37][CH2:38][CH2:39][CH2:40][CH2:41][C:42]([N:44]2[CH2:49][CH2:48][N:47]([CH3:50])[CH2:46][CH2:45]2)=[O:43])=[O:27])=[CH:24][C:23]=1[O:54][CH3:55])=[O:20])[CH3:1]. Reported procedure: A solution of (S)-4-[2-[1-methyl-3-(phthalimido)prop-1-yl]oxybenzoyl]amino-3-methoxy-N-methyl-N-[4-methyl-2-[5-(4-methylpiperazin-1-yl)carbonylpent-1-yloxy]phenyl]benzamide (1.1 g) in methanol (30 ml) was stirred and treated with 40% methylamine in methanol (10 ml). The reaction mixture was refluxed for 30 minutes. Then the solvent was concentrated and purified by silica gel column chromatography (SiO2 40 g, chloroform/methanol/ammonia=90/10/0.5) to give (S)-4-[2-[(3-amino-1-methylprop-1-yl)oxy]... Starting materials: COc1ccc(N)c(OC)c1, CC#N, COc1ccc(NC(=O)c2sccc2S(=O)(=O)Nc2onc(C)c2Cl)c(C)c1, O. The product is COc1ccc(NC(=O)c2sccc2S(=O)(=O)Nc2onc(C)c2Cl)c(OC)c1. As a reaction SMILES: [CH3:29][O:30][c:31]1[cH:32][c:33]([O:34][CH3:35])[cH:36][cH:37][c:38]1[NH2:39].[CH3:40][C:41]#[N:42].[Cl:1][c:2]1[c:3]([CH3:28])[n:4][o:5][c:6]1[NH:7][S:8](=[O:9])(=[O:10])[c:11]1[c:12]([C:16](=[O:17])[NH:18][c:19]2[c:20]([CH3:27])[cH:21][c:22]([O:25][CH3:26])[cH:23][cH:24]2)[s:13][cH:14][cH:15]1.[OH2:43]>>[Cl:1][c:2]1[c:3]([CH3:28])[n:4][o:5][c:6]1[NH:7][S:8](=[O:9])(=[O:10])[c:11]1[c:12]([C:16](=[O:17])[NH:18][c:19]2[c:20]([O:30][CH3:29])[cH:21][c:22]([O:25][CH3:26])[cH:23][cH:24]2)[s:13][cH:14][cH:15]1.